From a dataset of the Open Reaction Database (ORD), a public repository of structured organic reaction records. describe an organic reaction: reactants, conditions, products, and yield The reactants are C(C)N(C(C)C)C(C)C (N-Ethyl-N-isopropyl propane 2-amine), N[C@@H](C(=O)O)CSSC(C)(C)C ((S)-2-amino-3-(tert-butyldisulfanyl)propanoic acid), C1=CC=CC=2C3=CC=CC=C3C(C12)COC(=O)N[C@H](C(=O)O)CC1=CNC2=CC=CC=C12 ((S)-2-((((9H-Fluoren-9-yl)methoxy)carbonyl)amino)-3-(1H-indol-3-yl)propanoic acid), ON1C(CCC1=O)=O (N-hydroxysuccinimide), Cl.C(C)N=C=NCCCN(C)C (1-ethyl-3-(3-dimethylaminopropyl)carbodiimide hydrochloride). Solvent: C(Cl)Cl (methylene chloride). Run at time 16 hour. The product is C1=CC=CC=2C3=CC=CC=C3C(C12)COC(=O)N[C@H](C(=O)N[C@@H](C(=O)O)CSSC(C)(C)C)CC1=CNC2=CC=CC=C12 ((S)-2-((S)-2-((((9H-fluoren-9-yl)methoxy)carbonyl)amino)-3-(1H-indol-3-yl)propanamido)-3-(tert-butyldisulfanyl)propanoic acid). Reaction SMILES: [CH:1]1[C:13]2[CH:12]([CH2:14][O:15][C:16]([NH:18][C@@H:19]([CH2:23][C:24]3[C:32]4[C:27](=[CH:28][CH:29]=[CH:30][CH:31]=4)[NH:26][CH:25]=3)[C:20](O)=[O:21])=[O:17])[C:11]3[C:6](=[CH:7][CH:8]=[CH:9][CH:10]=3)[C:5]=2[CH:4]=[CH:3][CH:2]=1.ON1C(=O)CCC1=O.Cl.C(N=C=NCCCN(C)C)C.C(N(C(C)C)C(C)C)C.[NH2:62][C@H:63]([CH2:67][S:68][S:69][C:70]([CH3:73])([CH3:72])[CH3:71])[C:64]([OH:66])=[O:65]>C(Cl)Cl>[CH:10]1[C:11]2[CH:12]([CH2:14][O:15][C:16]([NH:18][C@@H:19]([CH2:23][C:24]3[C:32]4[C:27](=[CH:28][CH:29]=[CH:30][CH:31]=4)[NH:26][CH:25]=3)[C:20]([NH:62][C@H:63]([CH2:67][S:68][S:69][C:70]([CH3:73])([CH3:72])[CH3:71])[C:64]([OH:66])=[O:65])=[O:21])=[O:17])[C:13]3[C:5](=[CH:4][CH:3]=[CH:2][CH:1]=3)[C:6]=2[CH:7]=[CH:8][CH:9]=1 |f:2.3|. Procedure: (S)-2-((((9H-Fluoren-9-yl)methoxy)carbonyl)amino)-3-(1H-indol-3-yl)propanoic acid (Fmoc-Trp-OH) (1.26 g, 2.96 mmol) and N-hydroxysuccinimide (341 mg, 2.96 mmol) in methylene chloride (5.9 mL) were mixed with 1-ethyl-3-(3-dimethylaminopropyl)carbodiimide hydrochloride (WSCI.HCl) (568 mg, 2.96 mmol) at 0° C., and the reaction solution was stirred at room temperature for 16 hours. N-Ethyl-N-isopropyl propane 2-amine (DIPEA, 517 μL, 2.96 mmol) and (S)-2-amino-3-(tert-butyldisulfanyl)propanoic acid (... The reactants are O=C1CN(S(=O)(=O)c2ccc3cc(Cl)ccc3c2)CCN1NC1CCN(c2ccncc2)CC1, O=C(O)C(F)(F)F. Yields the product O=C1CN(S(=O)(=O)c2ccc3cc(Cl)ccc3c2)CCN1N(CC(F)(F)F)C1CCN(c2ccncc2)CC1. Reaction SMILES: [Cl:1][c:2]1[cH:3][c:4]2[cH:5][cH:6][c:7]([S:12](=[O:13])(=[O:14])[N:15]3[CH2:16][C:17](=[O:34])[N:18]([NH:21][CH:22]4[CH2:23][CH2:24][N:25]([c:28]5[cH:29][cH:30][n:31][cH:32][cH:33]5)[CH2:26][CH2:27]4)[CH2:19][CH2:20]3)[cH:8][c:9]2[cH:10][cH:11]1.[OH:35][C:36](=[O:37])[C:38]([F:39])([F:40])[F:41]>>[Cl:1][c:2]1[cH:3][c:4]2[cH:5][cH:6][c:7]([S:12](=[O:13])(=[O:14])[N:15]3[CH2:16][C:17](=[O:34])[N:18]([N:21]([CH:22]4[CH2:23][CH2:24][N:25]([c:28]5[cH:29][cH:30][n:31][cH:32][cH:33]5)[CH2:26][CH2:27]4)[CH2:36][C:38]([F:39])([F:40])[F:41])[CH2:19][CH2:20]3)[cH:8][c:9]2[cH:10][cH:11]1. Reactants: CS(C)=O, O=Cc1ccc(F)cc1, [Na+], O, O=S([O-])c1ccccc1. Yields the product O=Cc1ccc(S(=O)(=O)c2ccccc2)cc1. Reaction SMILES: [CH3:21][S:22]([CH3:23])=[O:24].[F:11][c:12]1[cH:13][cH:14][c:15]([CH:16]=[O:17])[cH:18][cH:19]1.[Na+:10].[OH2:20].[c:1]1([S:7](=[O:8])[O-:9])[cH:2][cH:3][cH:4][cH:5][cH:6]1>>[c:1]1([S:7](=[O:8])(=[O:9])[c:12]2[cH:13][cH:14][c:15]([CH:16]=[O:17])[cH:18][cH:19]2)[cH:2][cH:3][cH:4][cH:5][cH:6]1. Reactants: C(C1=CC=CC=C1)N1CCC(CC1)=O (1-Benzyl-4-piperidone), Cl.N1CCC1 (azetidine hydrochloride), Cl.C(C)(=O)OCC (hydrochloric acid ethyl acetate), C(C)(=O)O[BH-](OC(C)=O)OC(C)=O.[Na+] (Sodium triacetoxyborohydride), ClC(C)Cl (dichloroethane), C([O-])([O-])=O.[Na+].[Na+] (sodium carbonate). Solvent: C(C)(=O)O (acetic acid), C(C)OCC (diethyl ether), CCCCCC (hexane), [Cl-].[Na+].O (brine), C(C)(=O)OCC (ethyl acetate), O (water), O1CCCC1 (tetrahydrofuran), C(C)N(CC)CC (Triethylamine). Product: crude product, Cl.Cl.N1(CCC1)C1CCN(CC1)CC1=CC=CC=C1 (4-(Azetidin-1-yl)-1-benzylpiperidine dihydrochloride). As a reaction SMILES: [ClH:1].[NH:2]1[CH2:5][CH2:4][CH2:3]1.[CH2:6]([N:13]1[CH2:18][CH2:17][C:16](=O)[CH2:15][CH2:14]1)[C:7]1[CH:12]=[CH:11][CH:10]=[CH:9][CH:8]=1.C(O[BH-](OC(=O)C)OC(=O)C)(=O)C.[Na+].[Cl:34]C(Cl)C.C(=O)([O-])[O-].[Na+].[Na+].Cl.C(OCC)(=O)C>O1CCCC1.[Cl-].[Na+].O.C(OCC)C.CCCCCC.C(OCC)(=O)C.O.C(O)(=O)C.C(N(CC)CC)C>[ClH:34].[ClH:1].[N:2]1([CH:16]2[CH2:15][CH2:14][N:13]([CH2:6][C:7]3[CH:12]=[CH:11][CH:10]=[CH:9][CH:8]=3)[CH2:18][CH2:17]2)[CH2:5][CH2:4][CH2:3]1 |f:0.1,3.4,6.7.8,9.10,12.13.14,21.22.23|. Procedure details: Triethylamine (3.51 ml) was added to a suspension of azetidine hydrochloride (2.35 g) in tetrahydrofuran (60 ml). 1-Benzyl-4-piperidone (3.71 ml) and acetic acid (2.29 ml) were added thereto and the mixture was stirred in an ice bath. Sodium triacetoxyborohydride (6.36 g) and dichloroethane (60 ml) were further added, and the mixture was stirred for 3.3 hours at room temperature. After adding sodium carbonate to the reaction mixture until foaming ceased, water (50 ml), ethyl acetate (300 ml) and... Starting materials: CN(CCNC)C (N1,N1,N2-trimethylethane-1,2-diamine), C(#N)C1=CC(=C(C=C1)C=1C=NN(C1O)C1=NC=C(C(=O)O)C=C1)C (6-(4-(4-cyano-2-methylphenyl)-5-hydroxy-1H-pyrazol-1-yl)nicotinic acid), C(=O)O (formic acid). Product: C(#N)C1=CC(=C(C=C1)C=1C=NN(C1O)C1=NC=C(C(=O)N(C)CCN(C)C)C=C1)C (6-(4-(4-cyano-2-methylphenyl)-5-hydroxy-1H-pyrazol-1-yl)-N-(2-(dimethylamino)ethyl)-N-methylnicotinamide). Reaction SMILES: [CH3:1][N:2]([CH3:7])[CH2:3][CH2:4][NH:5][CH3:6].[C:8]([C:10]1[CH:15]=[CH:14][C:13]([C:16]2[CH:17]=[N:18][N:19]([C:22]3[CH:30]=[CH:29][C:25]([C:26]([OH:28])=O)=[CH:24][N:23]=3)[C:20]=2[OH:21])=[C:12]([CH3:31])[CH:11]=1)#[N:9].C(O)=O>>[C:8]([C:10]1[CH:15]=[CH:14][C:13]([C:16]2[CH:17]=[N:18][N:19]([C:22]3[CH:30]=[CH:29][C:25]([C:26]([N:5]([CH2:4][CH2:3][N:2]([CH3:7])[CH3:1])[CH3:6])=[O:28])=[CH:24][N:23]=3)[C:20]=2[OH:21])=[C:12]([CH3:31])[CH:11]=1)#[N:9]. Procedure: The title compound was prepared in a manner similar to Example 284 using N1,N1,N2-trimethylethane-1,2-diamine and 6-(4-(4-cyano-2-methylphenyl)-5-hydroxy-1H-pyrazol-1-yl)nicotinic acid to give a formic acid salt (61 mg, 0.135 mmol, 72.3%) as an off-white solid. MS: 405 (M+H). 1H NMR (400 MHz, DMSO-d6) δ ppm 2.42 (s, 3H) 2.53-2.70 (m, 4H) 3.02 (s, 3H) 3.11-3.80 (m, 6H) 7.53 (d, J=8.3 Hz, 1H) 7.58 (s, 1H) 7.89-7.99 (m, 2H) 8.10 (br. s., 1H) 8.50 (m, 2H).